From a dataset of the Open Reaction Database (ORD), a public repository of structured organic reaction records. describe an organic reaction: reactants, conditions, products, and yield Starting materials: C(C)OCC1CCC(CC1)=O (4-(ethoxymethyl)cyclohexanone), N1CC(C1)NC(CNC1=NC=NC2=CC=C(C=C12)C(F)(F)F)=O (N-(azetidin-3-yl)-2-((6-(trifluoromethyl)quinazolin-4-yl)amino)acetamide), [BH-](OC(=O)C)(OC(=O)C)OC(=O)C.[Na+] (NaBH(OAc)3). The product is C(C)OCC1CCC(CC1)N1CC(C1)NC(CNC1=NC=NC2=CC=C(C=C12)C(F)(F)F)=O (N-(1-(4-(ethoxymethyl)cyclohexyl)azetidin-3-yl)-2-((6-(trifluoromethyl)quinazolin-4-yl)amino)acetamide). As a reaction SMILES: [CH2:1]([O:3][CH2:4][CH:5]1[CH2:10][CH2:9][C:8](=O)[CH2:7][CH2:6]1)[CH3:2].[NH:12]1[CH2:15][CH:14]([NH:16][C:17](=[O:34])[CH2:18][NH:19][C:20]2[C:29]3[C:24](=[CH:25][CH:26]=[C:27]([C:30]([F:33])([F:32])[F:31])[CH:28]=3)[N:23]=[CH:22][N:21]=2)[CH2:13]1.[BH-](OC(C)=O)(OC(C)=O)OC(C)=O.[Na+]>>[CH2:1]([O:3][CH2:4][CH:5]1[CH2:10][CH2:9][CH:8]([N:12]2[CH2:13][CH:14]([NH:16][C:17](=[O:34])[CH2:18][NH:19][C:20]3[C:29]4[C:24](=[CH:25][CH:26]=[C:27]([C:30]([F:31])([F:33])[F:32])[CH:28]=4)[N:23]=[CH:22][N:21]=3)[CH2:15]2)[CH2:7][CH2:6]1)[CH3:2] |f:2.3|. Procedure: Reaction of 4-(ethoxymethyl)cyclohexanone with N-(azetidin-3-yl)-2-((6-(trifluoromethyl)quinazolin-4-yl)amino)acetamide (as prepared in Example 1 Step G) in the presence of TEA and NaBH(OAc)3 as described in Example 1, Step H afforded the product. The reactants are CON=C1CCC2=CC(=CC=C12)C(C)(C)C (5-tert-Butyl-1-indanone O-methyloxime), N (ammonia), [H][H] (hydrogen). The reagents and catalysts are [Pd] (palladium on carbon). Run in CO (methanol). Conditions: temperature 50 celsius, time 16 hour. Yields the product C(C)(C)(C)C=1C=C2CCC(C2=CC1)N (5-tert-butyl-2,3-dihydro-1H-inden-1-ylamine). Reaction SMILES: CO[N:3]=[C:4]1[C:12]2[C:7](=[CH:8][C:9]([C:13]([CH3:16])([CH3:15])[CH3:14])=[CH:10][CH:11]=2)[CH2:6][CH2:5]1.N.[H][H]>[Pd].CO>[C:13]([C:9]1[CH:8]=[C:7]2[C:12](=[CH:11][CH:10]=1)[CH:4]([NH2:3])[CH2:5][CH2:6]2)([CH3:16])([CH3:14])[CH3:15]. Procedure details: 5-tert-Butyl-1-indanone O-methyloxime (4.37 g, 20.2 mmol) and 10% palladium on carbon (2.2 g) were combined in methanol (50 ml) and ammonia (10 ml) and placed in a Parr apparatus, which was charged with hydrogen to 60 psi. The reaction was shaken at 50° C. for 16 hours. The reaction mixture was filtered and the filtrate was evaporated under reduced pressure. The residue was treated with diethyl ether (100 ml) and extracted with hydrochloric acid (1N, 3×50 ml). The combined aqueous extracts were ... The reactants are FC(C1=CC=C(C=N1)N)(F)F (6-Trifluoromethylpyridin-3-ylamine), C(C1=CC=CC=C1)N1CC=2N=CN=C(C2CC1)Cl (7-Benzyl-4-chloro-5,6,7,8-tetrahydropyrido[3,4-d]pyrimidine), I.O (HI H2O). The solvent is O1CCOCC1 (dioxane). Reaction conditions: temperature 130 celsius. The product is C(C1=CC=CC=C1)N1CC=2N=CN=C(C2CC1)NC=1C=NC(=CC1)C(F)(F)F (7-Benzyl-N-(6-(trifluoromethyl)pyridin-3-yl)-5,6,7,8-tetrahydropyrido[3,4-d]pyrimidin-4-amine). Isolated yield 95.0%. As a reaction SMILES: [CH2:1]([N:8]1[CH2:17][CH2:16][C:15]2[C:14](Cl)=[N:13][CH:12]=[N:11][C:10]=2[CH2:9]1)[C:2]1[CH:7]=[CH:6][CH:5]=[CH:4][CH:3]=1.[F:19][C:20]([F:29])([F:28])[C:21]1[N:26]=[CH:25][C:24]([NH2:27])=[CH:23][CH:22]=1.I.O>O1CCOCC1>[CH2:1]([N:8]1[CH2:17][CH2:16][C:15]2[C:14]([NH:27][C:24]3[CH:25]=[N:26][C:21]([C:20]([F:29])([F:19])[F:28])=[CH:22][CH:23]=3)=[N:13][CH:12]=[N:11][C:10]=2[CH2:9]1)[C:2]1[CH:7]=[CH:6][CH:5]=[CH:4][CH:3]=1 |f:2.3|. Procedure: 7-Benzyl-4-chloro-5,6,7,8-tetrahydropyrido[3,4-d]pyrimidine (0.5 g, 1.93 mmol) was dissolved in anhydrous dioxane (3 mL) and 6-Trifluoromethylpyridin-3-ylamine was added (469 mg, 2.9 mmol), followed by HI/H2O (0.3 mL, 47%). The mixture was heated at 130° C. for 600 s in a Personal Chemistry microwave. The solvents were removed under vacuum and the residue was dissolved in ethyl acetate and washed with sat. NaHCO3 and brine. The organic layer was dried over Na2SO4, filtered and evaporated to give... Reactants: C(C)OC1=C(C=C(C=C1)S(=O)(=O)N1CCN(CC1)C)C1=NN2C(C(N1)=O)=C(N=C2C2CCCC2)C (2-[2-Ethoxy-5-(4-methylpiperazine-1-sulphonyl)-phenyl]-5-methyl-7-cyclopentyl-3H-imidazo[5,1-f][1,2,4]-triazin-4-one), Cl (HCl). Run in C(C)OCC (diethyl ether). Run at time 30 minute. The product is Cl.C(C)OC1=C(C=C(C=C1)S(=O)(=O)N1C(CNCC1)C)C1=NN2C(C(N1)=O)=C(N=C2C2CCCC2)C (2-[2-Ethoxy-5-(methylpiperazine-1-sulphonyl)-phenyl]-5-methyl-7-cyclopentyl-3H-imidazo[5,1-f][1,2,4]-triazin-4-one hydrochloride). As a reaction SMILES: [CH2:1]([O:3][C:4]1[CH:9]=[CH:8][C:7]([S:10]([N:13]2[CH2:18][CH2:17][N:16]([CH3:19])[CH2:15][CH2:14]2)(=[O:12])=[O:11])=[CH:6][C:5]=1[C:20]1[NH:25][C:24](=[O:26])[C:23]2=[C:27]([CH3:35])[N:28]=[C:29]([CH:30]3[CH2:34][CH2:33][CH2:32][CH2:31]3)[N:22]2[N:21]=1)[CH3:2].[ClH:36]>C(OCC)C>[ClH:36].[CH2:1]([O:3][C:4]1[CH:9]=[CH:8][C:7]([S:10]([N:13]2[CH2:18][CH2:17][NH:16][CH2:19][CH:14]2[CH3:15])(=[O:12])=[O:11])=[CH:6][C:5]=1[C:20]1[NH:25][C:24](=[O:26])[C:23]2=[C:27]([CH3:35])[N:28]=[C:29]([CH:30]3[CH2:31][CH2:32][CH2:33][CH2:34]3)[N:22]2[N:21]=1)[CH3:2] |f:3.4|. Procedure: 220 mg (0.42 mmol) of 2-[2-ethoxy-5-(4-methylpiperazine-1-sulphonyl)-phenyl]-5-methyl-7-cyclopentyl-3H-imidazo[5,-f][1,2,4]-triazin-4-one (Example 1) are suspended in 20 ml of diethyl ether and, after addition of 20 mg (0.462 mmol) of 1 molar ethereal HCl solution, stirred at room temperature for 30 minutes. The solvent is distilled off under reduced pressure and the residue is dried under high vacuum. Starting materials: FC(C1=CC=C(CO)C=C1)(F)F (p-trifluoromethyl-benzyl alcohol), Br (HBr), O (Water). Reported procedure: A mixture of 5.5 g of p-trifluoromethyl-benzyl alcohol in 50 mL of 48% HBr was heated on a steam-bath for 6 h with stirring, and cooled. Water (100 mL) was added to the above mixture, and the aqueous layer was extracted with ether, and the organic layer was concentrated in vacuo to afford 4.8 g of p-trifluoromethyl-benzyl bromide. The product is FC(C1=CC=C(CBr)C=C1)(F)F (p-trifluoromethyl-benzyl bromide). As a reaction SMILES: [F:1][C:2]([F:12])([F:11])[C:3]1[CH:10]=[CH:9][C:6]([CH2:7]O)=[CH:5][CH:4]=1.O.[BrH:14]>>[F:1][C:2]([F:12])([F:11])[C:3]1[CH:10]=[CH:9][C:6]([CH2:7][Br:14])=[CH:5][CH:4]=1. The reactants are C(=O)(O)CN1C(C(NC2=CC(=C(C=C12)Br)Br)=O)=O (N-carboxymethyl-6,7-dibromo-1,4-dihydroquinoxaline-2,3-dione), NC1=CC=CC=C1 (aniline), C1CCC(CC1)N=C=NC2CCCCC2 (DCC), CN(C)C=O (DMF). Conditions: temperature 28 celsius, time 18 hour. Product: C1(=C(C=CC=C1)NC(=O)NN1C(C(NC2=CC=CC=C12)=O)=O)C (1-[[(o-tolylamino)carbonyl]amino]-1,4-dihydro-2,3-quinoxalinedione). RXN SMILES: C(C[N:5]1[C:14]2[C:9](=[CH:10][C:11](Br)=[C:12](Br)[CH:13]=2)[NH:8][C:7](=[O:17])[C:6]1=[O:18])(O)=O.[NH2:19][C:20]1[CH:25]=[CH:24][CH:23]=[CH:22][CH:21]=1.[CH2:26]1CCC(N=C=NC2CCCCC2)CC1.C[N:42]([CH:44]=[O:45])C>>[C:21]1([CH3:26])[CH:22]=[CH:23][CH:24]=[CH:25][C:20]=1[NH:19][C:44]([NH:42][N:5]1[C:14]2[C:9](=[CH:10][CH:11]=[CH:12][CH:13]=2)[NH:8][C:7](=[O:17])[C:6]1=[O:18])=[O:45]. Procedure details: To a stirred solution of N-carboxymethyl-6,7-dibromo-1,4-dihydroquinoxaline-2,3-dione (100 mg, 0.250 mmol) and aniline (25 mg, 0.25 mmol) in dry DMF (1.5 mL) under N2 at 28° C., DCC (55 mg, 0.25 mmol) was added in one portion. The solution was stirred at 28° C. for 18 h. The insoluble white solid was filtered and the clear filtrate was poured into water (6 mL). The precipitated solid was filtered and air dried to obtain 113 mg crude product as a grey powder. The crude product was then purified b...